describe an organic reaction: reactants, conditions, products, and yield From a dataset of the Open Reaction Database (ORD), a public repository of structured organic reaction records. Reactants: COC=1C=C(C(=O)O)C=C(C1)C1=CC2=CC=C(C=C2C=C1)OC (3-methoxy-5-(6-methoxynaphthalene-2-yl)benzoic acid), NC1=CC=CC=C1 (aniline). The product is COC=1C=C(C(=O)NC2=CC=CC=C2)C=C(C1)C1=CC2=CC=C(C=C2C=C1)OC (3-Methoxy-5-(6-methoxynaphthalene-2-yl)-N-phenylbenzamide). Isolated yield 11.0%. Reaction SMILES: [CH3:1][O:2][C:3]1[CH:4]=[C:5]([CH:9]=[C:10]([C:12]2[CH:21]=[CH:20][C:19]3[C:14](=[CH:15][CH:16]=[C:17]([O:22][CH3:23])[CH:18]=3)[CH:13]=2)[CH:11]=1)[C:6](O)=[O:7].[NH2:24][C:25]1[CH:30]=[CH:29][CH:28]=[CH:27][CH:26]=1>>[CH3:1][O:2][C:3]1[CH:4]=[C:5]([CH:9]=[C:10]([C:12]2[CH:21]=[CH:20][C:19]3[C:14](=[CH:15][CH:16]=[C:17]([O:22][CH3:23])[CH:18]=3)[CH:13]=2)[CH:11]=1)[C:6]([NH:24][C:25]1[CH:30]=[CH:29][CH:28]=[CH:27][CH:26]=1)=[O:7]. Reported procedure: The compound was prepared by reaction of 3-methoxy-5-(6-methoxynaphthalene-2-yl)benzoic acid (500 mg, 1.62 mmol, 1 eq) with aniline (1 eq) according to method D. Purification by column chromatography with hexane/dichloromethane 1/1 as the eluent yielded the desired product in a yield of 11%, 68 mg.